This data is from the Open Reaction Database (ORD), a public repository of structured organic reaction records. The task is: describe an organic reaction: reactants, conditions, products, and yield Yields the product ClC=1C=C(C=CC1C#N)C=1C=C(C=NC1)C1(CC1)NS(=O)(=O)CC (N-(1-(5-(3-chloro-4-cyanophenyl)pyridin-3-yl)cyclopropyl)ethanesulfonamide). The reactants are NC1(CC1)C=1C=C(C=NC1)C1=CC(=C(C#N)C=C1)Cl (4-(5-(1-aminocyclopropyl)pyridin-3-yl)-2-chlorobenzonitrile), TEA, C(C)S(=O)(=O)Cl (EtSO2Cl). Conditions: time 1 hour. As a reaction SMILES: [NH2:1][C:2]1([C:5]2[CH:6]=[C:7]([C:11]3[CH:18]=[CH:17][C:14]([C:15]#[N:16])=[C:13]([Cl:19])[CH:12]=3)[CH:8]=[N:9][CH:10]=2)[CH2:4][CH2:3]1.[CH2:20]([S:22](Cl)(=[O:24])=[O:23])[CH3:21]>C(Cl)Cl>[Cl:19][C:13]1[CH:12]=[C:11]([C:7]2[CH:6]=[C:5]([C:2]3([NH:1][S:22]([CH2:20][CH3:21])(=[O:24])=[O:23])[CH2:3][CH2:4]3)[CH:10]=[N:9][CH:8]=2)[CH:18]=[CH:17][C:14]=1[C:15]#[N:16]. Procedure: To a solution of 4-(5-(1-aminocyclopropyl)pyridin-3-yl)-2-chlorobenzonitrile (70 mg, 0.26 mmol) in DCM (3 mL) at room temperature was added TEA (0.109 mL, 0.779 mmol) and EtSO2Cl (74 μL, 0.779 mmol) dropwise, and the mixture was stirred at room temperature for 1 h. The mixture was concentrated in vacuo, re-dissolved in DMF (3 mL) and filtered. The filtrate was purified by Xbridge Phenyl followed by Xbridge C18 eluting with 20-80% ACN-water gradient to give N-(1-(5-(3-chloro-4-cyanophenyl)pyridin... The solvent is C(Cl)Cl (DCM). Reactants: CN1CCNCC1 (1-methylpiperazine), CC(C)([O-])C.[Na+] (sodium tert-butoxide), C1(=C(C=CC=C1)P(C1=C(C=CC=C1)C)C1=C(C=CC=C1)C)C (tris(o-tolyl)phosphine), [OH-].[Na+] (sodium hydroxide), [K+].[Br-] (KBr), BrC=1C=C2CN(C(NC2=CC1)=O)C1CCN(CC1)C(=O)OC(C)(C)C (6-bromo-3,4-dihydro-3-[1-(1,1-dimethylethoxycarbonyl)-4-piperidinyl]-2(1H)-quinazolinone), CN1CCNCC1 (1-methylpiperazine), CC(C)([O-])C.[Na+] (sodium tert-butoxide), C1(=C(C=CC=C1)P(C1=C(C=CC=C1)C)C1=C(C=CC=C1)C)C (tris(o-tolyl)phosphine). The reagents and catalysts are C=1C=CC(=CC1)/C=C/C(=O)/C=C/C2=CC=CC=C2.C=1C=CC(=CC1)/C=C/C(=O)/C=C/C2=CC=CC=C2.[Pd] (bis(dibenzylideneacetone)palladium), C=1C=CC(=CC1)/C=C/C(=O)/C=C/C2=CC=CC=C2.C=1C=CC(=CC1)/C=C/C(=O)/C=C/C2=CC=CC=C2.[Pd] (bis(dibenzylideneacetone)palladium). The solvent is C1(=CC=CC=C1)C (toluene). Yields the product CC(C)(OC(=O)N1CCC(CC1)N1C(NC2=CC=C(C=C2C1)N1CCN(CC1)C)=O)C (3,4-dihydro-3-[1-(1,1-dimethylethoxycarbonyl)-4-piperidinyl]-6-(4-methyl-1-piperazinyl)-2(1H)-quinazolinone). Reaction SMILES: Br[C:2]1[CH:3]=[C:4]2[C:9](=[CH:10][CH:11]=1)[NH:8][C:7](=[O:12])[N:6]([CH:13]1[CH2:18][CH2:17][N:16]([C:19]([O:21][C:22]([CH3:25])([CH3:24])[CH3:23])=[O:20])[CH2:15][CH2:14]1)[CH2:5]2.[CH3:26][N:27]1[CH2:32][CH2:31][NH:30][CH2:29][CH2:28]1.CC(C)([O-])C.[Na+].C1(C)C=CC=CC=1P(C1C=CC=CC=1C)C1C=CC=CC=1C.[OH-].[Na+].[K+].[Br-]>C1C=CC(/C=C/C(/C=C/C2C=CC=CC=2)=O)=CC=1.C1C=CC(/C=C/C(/C=C/C2C=CC=CC=2)=O)=CC=1.[Pd].C1(C)C=CC=CC=1>[CH3:23][C:22]([CH3:25])([O:21][C:19]([N:16]1[CH2:17][CH2:18][CH:13]([N:6]2[CH2:5][C:4]3[C:9](=[CH:10][CH:11]=[C:2]([N:30]4[CH2:31][CH2:32][N:27]([CH3:26])[CH2:28][CH2:29]4)[CH:3]=3)[NH:8][C:7]2=[O:12])[CH2:14][CH2:15]1)=[O:20])[CH3:24] |f:2.3,5.6,7.8,9.10.11|. Procedure details: A mixture of 10.0 g (24.372 mmol) of 6-bromo-3,4-dihydro-3-[1-(1,1-dimethylethoxycarbonyl)-4-piperidinyl]-2(1H)-quinazolinone, 2.5 g (24.96 mol) of 1-methylpiperazine, 4.81 g (50.05 mmol) of sodium tert-butoxide, 285 mg (0.4766 mmol) of bis(dibenzylideneacetone)palladium, 305 mg (1.002 mmol) of tris(o-tolyl)phosphine, and 100 mL of toluene was refluxed for 14 hours. After the addition of further equal amounts of 1-methylpiperazine, sodium tert-butoxide, bis(dibenzylideneacetone)palladium, and tr... Starting materials: ClC1=C(N)C(=CC=C1)Cl (2,6-dichloroaniline), C(CCC)[Li] (butyl lithium), CC1=NC(=NC(=C1)C)S(=O)(=O)F (4,6-dimethyl-2-pyrimidinesulfonyl fluoride). Run in C(OC)COC (dimethoxyethane). Reaction conditions: temperature 25 celsius, time 15 minute. The product is ClC1=C(C(=CC=C1)Cl)NS(=O)(=O)C1=NC(=CC(=N1)C)C (N-(2,6 -Dichlorophenyl)-4,6-dimethyl-2-pyrimidinesulfonamide). Reaction SMILES: [Cl:1][C:2]1[CH:8]=[CH:7][CH:6]=[C:5]([Cl:9])[C:3]=1[NH2:4].C([Li])CCC.[CH3:15][C:16]1[CH:21]=[C:20]([CH3:22])[N:19]=[C:18]([S:23](F)(=[O:25])=[O:24])[N:17]=1>C(COC)OC>[Cl:1][C:2]1[CH:8]=[CH:7][CH:6]=[C:5]([Cl:9])[C:3]=1[NH:4][S:23]([C:18]1[N:17]=[C:16]([CH3:15])[CH:21]=[C:20]([CH3:22])[N:19]=1)(=[O:24])=[O:25]. Procedure: To a solution of 2,6-dichloroaniline (1.0 g, 6.2 mmol) in dimethoxyethane (25 mL) was added butyl lithium (3.9 mL, 6.24 mmol). After 15 minutes, the solution was cooled to -30° and 4,6-dimethyl-2-pyrimidinesulfonyl fluoride (1.18 g, 6.2 mmol) was added. The mixture stirred for 12 hours with warming to 25° C. The mixture was concentrated and the residue was treated with 1N NaOH (2 mL) and extracted with ethyl acetate. The aqueous layer was acidified with 1N HCl and a solid was collected, m.p. 261...